Dataset: the Open Reaction Database (ORD), a public repository of structured organic reaction records. Task: describe an organic reaction: reactants, conditions, products, and yield Reactants: NC=1OC(C(N1)=O)C(C)C (2-amino-5-isopropyl-1,3-oxazol-4(5H)-one), NCCN1CCOCC1 (N-(2-aminoethyl)morpholine). Product: C(C)(C)C1C(N=C(O1)NCCN1CCOCC1)=O (5-isopropyl-2-[(2-morpholin-4-ylethyl)amino]-1,3-oxazol-4(5H)-one). RXN SMILES: [NH2:1][C:2]1[O:3][CH:4]([CH:8]([CH3:10])[CH3:9])[C:5](=[O:7])[N:6]=1.N[CH2:12][CH2:13][N:14]1[CH2:19][CH2:18][O:17][CH2:16][CH2:15]1>>[CH:8]([CH:4]1[O:3][C:2]([NH:1][CH2:12][CH2:13][N:14]2[CH2:19][CH2:18][O:17][CH2:16][CH2:15]2)=[N:6][C:5]1=[O:7])([CH3:10])[CH3:9]. Procedure: Synthesis was performed from 2-amino-5-isopropyl-1,3-oxazol-4(5H)-one and N-(2-aminoethyl)morpholine according to Method G+H. Reactants: [N+](=O)([O-])C=1C=C(C(=O)NC=2C=NC=CC2)C=CC1 (3-(3-nitrobenzoylamino)-pyridine). The reagents and catalysts are [Pd] (palladium on charcoal). Run in C(C)O (ethanol). Product: NC=1C=C(C(=O)NC=2C=NC=CC2)C=CC1 (3-(3-Aminobenzoylamino)-pyridine). Isolated yield 86.0%. As a reaction SMILES: [N+:1]([C:4]1[CH:5]=[C:6]([CH:16]=[CH:17][CH:18]=1)[C:7]([NH:9][C:10]1[CH:11]=[N:12][CH:13]=[CH:14][CH:15]=1)=[O:8])([O-])=O>C(O)C.[Pd]>[NH2:1][C:4]1[CH:5]=[C:6]([CH:16]=[CH:17][CH:18]=1)[C:7]([NH:9][C:10]1[CH:11]=[N:12][CH:13]=[CH:14][CH:15]=1)=[O:8]. Procedure: A solution of 3-(3-nitrobenzoylamino)-pyridine (2 g, 8.23 mmol) in ethanol (200 ml) was treated with 10% palladium on charcoal (0.5 g) and hydrogenated at atmospheric pressure for 4 h. Filtration and evaporation afforded the product as a white solid (1.51 g, 86%) Starting materials: FC=1C=CC(=NC1)COC1=CC(N(N=C1)C1OCCCC1)=O (5-((5-Fluoropyridin-2-yl)methoxy)-2-(tetrahydro-2H-pyran-2-yl)pyridazin-3(2H)-one), Cl (HCl). The solvent is CO (MeOH), CCOCC (Et2O), CCOCC (Et2O). Conditions: time 16 hour. Product: FC=1C=CC(=NC1)COC1=CC(NN=C1)=O (5-((5-Fluoropyridin-2-yl)methoxy)pyridazin-3(2H)-one). The yield is 77.9%. As a reaction SMILES: [F:1][C:2]1[CH:3]=[CH:4][C:5]([CH2:8][O:9][C:10]2[CH:15]=[N:14][N:13](C3CCCCO3)[C:12](=[O:22])[CH:11]=2)=[N:6][CH:7]=1.Cl>CO.CCOCC>[F:1][C:2]1[CH:3]=[CH:4][C:5]([CH2:8][O:9][C:10]2[CH:15]=[N:14][NH:13][C:12](=[O:22])[CH:11]=2)=[N:6][CH:7]=1. Procedure details: 5-((5-Fluoropyridin-2-yl)methoxy)-2-(tetrahydro-2H-pyran-2-yl)pyridazin-3(2H)-one (1.1 g, 3.6 mmol) was stirred in MeOH (5 mL) and 2 N HCl in Et2O (20 mL) was added. After 16 h, the mixture was diluted with Et2O (100 mL), and the solid was filtered off. The solid was stirred in NaHCO3 solution (15 mL) for 15 minutes and then refiltered to provide the title compound (620 mg, 78%) as a pink solid: 1H NMR (300 MHz, DMSO-d6) δ 12.69 (s, 1H), 8.60 (d, J=2.8 Hz, 1H), 7.85-7.78 (td, J=8.7, 2.9 Hz, 1H),... The reactants are CO, CC(C)NCC(O)COc1ccc([N+](=O)[O-])cn1. Product: CC(C)NCC(O)COc1ccc(N)cn1. Reaction SMILES: [CH3:19][OH:20].[CH:1]([CH3:2])([CH3:3])[NH:4][CH2:5][CH:6]([CH2:7][O:8][c:9]1[n:10][cH:11][c:12]([N+:15]([O-:16])=[O:17])[cH:13][cH:14]1)[OH:18]>>[CH:1]([CH3:2])([CH3:3])[NH:4][CH2:5][CH:6]([CH2:7][O:8][c:9]1[n:10][cH:11][c:12]([NH2:15])[cH:13][cH:14]1)[OH:18]. Run in CN(C)C=O (DMF), C1CCOC1 (THF), O (water). Conditions: time 10 minute. As a reaction SMILES: [H-].[Na+].[NH:3]1[CH:7]=[CH:6][CH:5]=[N:4]1.[F:8][C:9]1[CH:14]=[CH:13][CH:12]=[C:11](F)[N:10]=1>CN(C=O)C.C1COCC1.O>[F:8][C:9]1[CH:14]=[CH:13][CH:12]=[C:11]([N:3]2[CH:7]=[CH:6][CH:5]=[N:4]2)[N:10]=1 |f:0.1|. The yield is 61.0%. Starting materials: [H-].[Na+] (Sodium hydride), N1N=CC=C1 (pyrazole), FC1=NC(=CC=C1)F (2,6-difluoropyridine). The product is FC1=NC(=CC=C1)N1N=CC=C1 (2-Fluoro-6-pyrazol-1-yl-pyridine). Reported procedure: Sodium hydride / 60 percent oil dispersion (0.80 g, 20 mmol) was added over 5 minutes to a solution of pyrazole (1.4 g, 20 mmol) in DMF (20 mL) and THF (6 mL). After 10 minutes, 2,6-difluoropyridine (1.9 mL, 21 mmol) was added in one portion. After stirring for 20 h, the reaction was diluted with water (250 mL) and extracted with ether (5×50 mL). The organics were combined, washed with water (3×50 mL), brine (50 mL) and dried (Na2SO4). Filtration and removal of solvent left a gold oil that was p... Reactants: NC1=CC(NC(N1NC1=C(C=CC=C1C)C)=O)=O (6-amino-1-(2,6-dimethylanilino)-2,4-pyrimidinedione), Cl (hydrochloric acid), cuprous chloride, [N+](=O)([O-])[O-].[Na+] (sodium nitrate). Solvent: O (water). Conditions: time 30 minute. The product is ClC1=CC(NC(N1NC1=C(C=CC=C1C)C)=O)=O (6-chloro-1-(2,6-dimethyl anilino)-2,4-pyrimidinedione). As a reaction SMILES: N[C:2]1[N:7]([NH:8][C:9]2[C:14]([CH3:15])=[CH:13][CH:12]=[CH:11][C:10]=2[CH3:16])[C:6](=[O:17])[NH:5][C:4](=[O:18])[CH:3]=1.[ClH:19].[N+]([O-])([O-])=O.[Na+]>O>[Cl:19][C:2]1[N:7]([NH:8][C:9]2[C:14]([CH3:15])=[CH:13][CH:12]=[CH:11][C:10]=2[CH3:16])[C:6](=[O:17])[NH:5][C:4](=[O:18])[CH:3]=1 |f:2.3|. Procedure: To 1 mole of 6-amino-1-(2,6-dimethylanilino)-2,4-pyrimidinedione dissolved in 3 moles of dilute aqueous hydrochloric acid cooled to 0°-5° in an ice bath is slowly added 1.1 mole of sodium nitrate (dissolved in water at 5°) with rapid stirring. After addition is complete, add dropwise but rapidly 1.1 mole cuprous chloride dissolved in water. Stir for 30 minutes, then heat to 50° for 1 hour. The mixture is cooled to RT and filtered to obtain 6-chloro-1-(2,6-dimethyl anilino)-2,4-pyrimidinedione. Reactants: C(C)OC(=O)N1C2C=3C=C(C=CC3CC1CC2)N (4-Amino-12-aza-tricyclo[7.2.1.0*2,7*]dodeca-2(7),3,5-triene-12-carboxylic acid ethyl ester), C(=O)(O)[O-].[Na+] (NaHCO3), ClC1=NC=C(C(=N1)NC1=C(C(=O)NC)C=CC=C1)Cl (2-(2,5-dichloro-pyrimidin-4-ylamino)-N-methyl-benzamide), Cl (HCl). Run in C(C)(C)O (isopropanol). Reaction conditions: temperature 140 celsius. Product: C(C)OC(=O)N1C2C=3C=C(C=CC3CC1CC2)NC2=NC=C(C(=N2)NC2=C(C=CC=C2)C(NC)=O)Cl (4-[5-Chloro-4-(2-methylcarbamoyl-phenylamino)-pyrimidin-2-ylamino]-12-aza-tricyclo[7.2.1.0*2,7*]dodeca-2(7),3,5-triene-12-carboxylic acid ethyl ester). Isolated yield 49.3%. RXN SMILES: [CH2:1]([O:3][C:4]([N:6]1[CH:15]2[CH2:16][CH2:17][CH:7]1[C:8]1[CH:9]=[C:10]([NH2:18])[CH:11]=[CH:12][C:13]=1[CH2:14]2)=[O:5])[CH3:2].Cl[C:20]1[N:25]=[C:24]([NH:26][C:27]2[CH:36]=[CH:35][CH:34]=[CH:33][C:28]=2[C:29]([NH:31][CH3:32])=[O:30])[C:23]([Cl:37])=[CH:22][N:21]=1.Cl.C([O-])(O)=O.[Na+]>C(O)(C)C>[CH2:1]([O:3][C:4]([N:6]1[CH:15]2[CH2:16][CH2:17][CH:7]1[C:8]1[CH:9]=[C:10]([NH:18][C:20]3[N:25]=[C:24]([NH:26][C:27]4[CH:36]=[CH:35][CH:34]=[CH:33][C:28]=4[C:29](=[O:30])[NH:31][CH3:32])[C:23]([Cl:37])=[CH:22][N:21]=3)[CH:11]=[CH:12][C:13]=1[CH2:14]2)=[O:5])[CH3:2] |f:3.4|. Procedure details: 4-Amino-12-aza-tricyclo[7.2.1.0*2,7*]dodeca-2(7),3,5-triene-12-carboxylic acid ethyl ester (J. Med. Chem. 1988, 31, 433-444)(30 mg, 0.12 mmol) and 2-(2,5-dichloro-pyrimidin-4-ylamino)-N-methyl-benzamide (36 mg, 0.12 mmol) were combined with 4 N HCl (0.030 mL, 0.12 mmol) in isopropanol (1 mL). The resulting mixture was heated in a microwave at 140° C. for 30 min. The resulting mixture was then made basic with saturated aqueous NaHCO3, extracted with CH2Cl2 (2×5 mL), dried over MgSO4, filtered, an...